Task: describe an organic reaction: reactants, conditions, products, and yield. Dataset: the Open Reaction Database (ORD), a public repository of structured organic reaction records Starting materials: ClC=1C2=C(N=CN1)CN(CC2)C2=NC=CC=C2Cl (4-chloro-7-(3-chloropyridin-2-yl)-5,6,7,8-tetrahydropyrido[3,4-d]pyrimidine), NC1=CC=C2C(CN(C2=C1)C(C)=O)(C)C (1-(6-amino-3,3-dimethylindolin-1-yl)ethanone), C(C)#N (acetonitrile), C([O-])(O)=O.[Na+] (sodium bicarbonate). Run in CCOC(=O)C (EtOAc). Reaction conditions: temperature 180 celsius. The product is ClC=1C(=NC=CC1)N1CC=2N=CN=C(C2CC1)NC1=CC=C2C(CN(C2=C1)C(C)=O)(C)C (1-(6-(7-(3-Chloropyridin-2-yl)-5,6,7,8-tetrahydropyrido[3,4-d]pyrimidin-4-ylamino)-3,3-dimethylindolin-1-yl)ethanone). Yield: 79.6%. As a reaction SMILES: Cl[C:2]1[C:3]2[CH2:11][CH2:10][N:9]([C:12]3[C:17]([Cl:18])=[CH:16][CH:15]=[CH:14][N:13]=3)[CH2:8][C:4]=2[N:5]=[CH:6][N:7]=1.[NH2:19][C:20]1[CH:28]=[C:27]2[C:23]([C:24]([CH3:33])([CH3:32])[CH2:25][N:26]2[C:29](=[O:31])[CH3:30])=[CH:22][CH:21]=1.C(#N)C.C(=O)(O)[O-].[Na+]>CCOC(C)=O>[Cl:18][C:17]1[C:12]([N:9]2[CH2:10][CH2:11][C:3]3[C:2]([NH:19][C:20]4[CH:28]=[C:27]5[C:23]([C:24]([CH3:33])([CH3:32])[CH2:25][N:26]5[C:29](=[O:31])[CH3:30])=[CH:22][CH:21]=4)=[N:7][CH:6]=[N:5][C:4]=3[CH2:8]2)=[N:13][CH:14]=[CH:15][CH:16]=1 |f:3.4|. Reported procedure: A mixture of 4-chloro-7-(3-chloropyridin-2-yl)-5,6,7,8-tetrahydropyrido[3,4-d]pyrimidine (40 mg, 0.14 mmol), 1-(6-amino-3,3-dimethylindolin-1-yl)ethanone (60 mg, 0.29 mmol), and acetonitrile (3 mL) was heated in a sealed tube via microwave at 180° C. for 60 min. The mixture was treated with EtOAc (50 mL) and saturated aqueous sodium bicarbonate. The organic layer was separated and washed with brine, dried (Na2SO4), and evaporated. The residue was purified by flash chromatography over silica gel ...